This data is from the Open Reaction Database (ORD), a public repository of structured organic reaction records. The task is: describe an organic reaction: reactants, conditions, products, and yield The reactants are NC1(CCC1)C1=CC=C(C=C1)C1=C(OC2=CC=C(C=C2C1=O)F)C1=CC=CC=C1 (3-[4-(1-amino-cyclobutyl)-phenyl]-6-fluoro-2-phenyl-chromen-4-one), C(C)(C)(C)OC(NC1(CCC1)C1=CC=C(C=C1)C=1C(C2=CC=C3C(=C2OC1C1=CC=CC=C1)N(N=C3)C)=O)=O ({1-[4-(1-methyl-6-oxo-8-phenyl-1,6-dihydro-9-oxa-1,2-diaza-cyclopenta[a]naphthalen-7-yl)-phenyl]-cyclobutyl}-carbamic acid tert-butyl ester). Product: NC1(CCC1)C1=CC=C(C=C1)C=1C(C2=CC=C3C(=C2OC1C1=CC=CC=C1)N(N=C3)C)=O (7-[4-(1-Amino-cyclobutyl)-phenyl]-1-methyl-8-phenyl-1H-9-oxa-1,2-diaza-cyclopenta[a]naphthalen-6-one). Isolated yield 67.0%. RXN SMILES: NC1(C2C=CC(C3C(=O)C4C(=CC=C(F)C=4)OC=3C3C=CC=CC=3)=CC=2)CCC1.C(OC(=O)[NH:36][C:37]1([C:41]2[CH:46]=[CH:45][C:44]([C:47]3[C:48](=[O:67])[C:49]4[C:54]([O:55][C:56]=3[C:57]3[CH:62]=[CH:61][CH:60]=[CH:59][CH:58]=3)=[C:53]3[N:63]([CH3:66])[N:64]=[CH:65][C:52]3=[CH:51][CH:50]=4)=[CH:43][CH:42]=2)[CH2:40][CH2:39][CH2:38]1)(C)(C)C>>[NH2:36][C:37]1([C:41]2[CH:42]=[CH:43][C:44]([C:47]3[C:48](=[O:67])[C:49]4[C:54]([O:55][C:56]=3[C:57]3[CH:62]=[CH:61][CH:60]=[CH:59][CH:58]=3)=[C:53]3[N:63]([CH3:66])[N:64]=[CH:65][C:52]3=[CH:51][CH:50]=4)=[CH:45][CH:46]=2)[CH2:40][CH2:39][CH2:38]1. Procedure details: Following the procedure used to prepare 3-[4-(1-amino-cyclobutyl)-phenyl]-6-fluoro-2-phenyl-chromen-4-one, {1-[4-(1-methyl-6-oxo-8-phenyl-1,6-dihydro-9-oxa-1,2-diaza-cyclopenta[a]naphthalen-7-yl)-phenyl]-cyclobutyl}-carbamic acid tert-butyl ester was reacted to give the title compound as a white solid (38 mg, 67%). 1H NMR (400 MHz, DMSO-d6): δ 8.22 (s, 1H), 7.75 (d, J=8.4 Hz, 1H), 7.69 (d, J=8.4 Hz, 1H), 7.52-7.48 (m, 2H), 7.42-7.31 (m, 5H), 7.14 (d, J=8.4 Hz, 2H), 4.37 (s, 3H), 3.27 (bs, 2H), 2... The reactants are CC(CCC#C[C@H]1[C@@H](C1)C=1N=CNC1)(C)C ((1R,2R)-4-(2-(5,5-Dimethylhex-1-ynyl)cyclopropyl)imidazole), Cl (HCl). Product: CC(CC\C=C/[C@@H]1[C@@H](C1)C=1N=CNC1)(C)C ((1R,2R)-4-(2-(5,5-Dimethyl-cis-hex-1-enyl)cyclopropyl)imidazole). As a reaction SMILES: [CH3:1][C:2]([CH3:16])([CH3:15])[CH2:3][CH2:4][C:5]#[C:6][C@@H:7]1[CH2:9][C@H:8]1[C:10]1[N:11]=[CH:12][NH:13][CH:14]=1.Cl>>[CH3:1][C:2]([CH3:16])([CH3:15])[CH2:3][CH2:4]/[CH:5]=[CH:6]\[C@H:7]1[CH2:9][C@H:8]1[C:10]1[N:11]=[CH:12][NH:13][CH:14]=1. Procedure: (1R,2R)-4-(2-(5,5-Dimethyl-cis-hex-1-enyl)cyclopropyl)imidazole was prepared by the Lindlar reduction of the compound 39 when it is trityl protected. The trityl group then deprotected after the Lindlar reduction by treating it with HCl at 90° C. for 1 h. Reactants: FC(F)(F)c1ccc(-c2cc(C(F)(F)F)cc(-c3cccc(Br)c3)n2)cc1, CC1(C)OB(c2ccc(N)nc2)OC1(C)C. Yields the product Nc1ccc(-c2cccc(-c3cc(C(F)(F)F)cc(-c4ccc(C(F)(F)F)cc4)n3)c2)cn1. As a reaction SMILES: [Br:1][c:2]1[cH:3][c:4](-[c:8]2[n:9][c:10](-[c:18]3[cH:19][cH:20][c:21]([C:24]([F:25])([F:26])[F:27])[cH:22][cH:23]3)[cH:11][c:12]([C:14]([F:15])([F:16])[F:17])[cH:13]2)[cH:5][cH:6][cH:7]1.[NH2:28][c:29]1[n:30][cH:31][c:32]([B:35]2[O:36][C:37]([CH3:38])([CH3:39])[C:40]([CH3:41])([CH3:42])[O:43]2)[cH:33][cH:34]1>>[c:2]1(-[c:32]2[cH:31][n:30][c:29]([NH2:28])[cH:34][cH:33]2)[cH:3][c:4](-[c:8]2[n:9][c:10](-[c:18]3[cH:19][cH:20][c:21]([C:24]([F:25])([F:26])[F:27])[cH:22][cH:23]3)[cH:11][c:12]([C:14]([F:15])([F:16])[F:17])[cH:13]2)[cH:5][cH:6][cH:7]1. The reactants are N(CC(=O)N[C@@H](C)C(=O)N1[C@H](C(=O)OC(C)(C)C)CCC1)C(=O)OCC1=CC=CC=C1 (Z-Gly-Ala-Pro-OtBu), [H][H] (hydrogen). The reagents and catalysts are [Pd] (Pd on charcoal). Run in CO (methanol). Product: NCC(=O)N[C@@H](C)C(=O)N1[C@H](C(=O)OC(C)(C)C)CCC1 (H-Gly-Ala-Pro-OtBu). As a reaction SMILES: [NH:1](C(OCC1C=CC=CC=1)=O)[CH2:2][C:3]([NH:5][C@H:6]([C:8]([N:10]1[CH2:21][CH2:20][CH2:19][C@H:11]1[C:12]([O:14][C:15]([CH3:18])([CH3:17])[CH3:16])=[O:13])=[O:9])[CH3:7])=[O:4].[H][H]>CO.[Pd]>[NH2:1][CH2:2][C:3]([NH:5][C@H:6]([C:8]([N:10]1[CH2:21][CH2:20][CH2:19][C@H:11]1[C:12]([O:14][C:15]([CH3:16])([CH3:17])[CH3:18])=[O:13])=[O:9])[CH3:7])=[O:4]. Reported procedure: 2.06 g of Z-Gly-Ala-Pro-OtBu are hydrogenated in 30 ml of methanol in the presence of 300 mg of Pd on charcoal (10%) at room temperature. The hydrogen uptake has ended after 90 minutes. The catalyst is filtered off and the filtrate is concentrated to about 5 ml. 10 ml of ether are added. The product crystallises out overnight. Melting point 132°-134° C.; Rf = 0.3 in the system chloroform-methanol (1:1) on silica gel. The reactants are Sc1ccccc1Br, COc1cc(OC)c(CO)c(OC)c1, ClCCl, O=C(O)C(F)(F)F, [Na+], O=C([O-])O. Yields the product COc1cc(OC)c(CSc2ccccc2Br)c(OC)c1. RXN SMILES: [Br:15][c:16]1[c:17]([SH:22])[cH:18][cH:19][cH:20][cH:21]1.[CH3:1][O:2][c:3]1[c:4]([CH2:13][OH:14])[c:5]([O:11][CH3:12])[cH:6][c:7]([O:9][CH3:10])[cH:8]1.[Cl:35][CH2:36][Cl:37].[F:23][C:24]([F:25])([F:26])[C:27]([OH:28])=[O:29].[Na+:34].[O-:30][C:31]([OH:32])=[O:33]>>[CH3:1][O:2][c:3]1[c:4]([CH2:13][S:22][c:17]2[c:16]([Br:15])[cH:21][cH:20][cH:19][cH:18]2)[c:5]([O:11][CH3:12])[cH:6][c:7]([O:9][CH3:10])[cH:8]1. Reactants: solid, BrC1=CC(=CC=2C(=C3N(C12)CCNC3=O)C)Cl (6-bromo-8-chloro-10-methyl-3,4-dihydro-2H-pyrazino[1,2-a]indol-1-one), BrC1=CC(=CC=2C(=C3N(C12)CCNC3=O)C)Cl (6-bromo-8-chloro-10-methyl-3,4-dihydro-2H-pyrazino[1,2-a]indol-1-one), [N+](=O)([O-])C1=CC=C(C=C1)B(O)O (4-nitro-phenylboronic acid). The product is ClC1=CC=2C(=C3N(C2C(=C1)C1=CC=C(C=C1)[N+](=O)[O-])CCNC3=O)C (8-Chloro-10-methyl-6-(4-nitro-phenyl)-3,4-dihydro-2H-pyrazino[1,2-a]indol-1-one). RXN SMILES: Br[C:2]1[C:10]2[N:9]3[CH2:11][CH2:12][NH:13][C:14](=[O:15])[C:8]3=[C:7]([CH3:16])[C:6]=2[CH:5]=[C:4]([Cl:17])[CH:3]=1.[N+:18]([C:21]1[CH:26]=[CH:25][C:24](B(O)O)=[CH:23][CH:22]=1)([O-:20])=[O:19]>>[Cl:17][C:4]1[CH:3]=[C:2]([C:24]2[CH:25]=[CH:26][C:21]([N+:18]([O-:20])=[O:19])=[CH:22][CH:23]=2)[C:10]2[N:9]3[CH2:11][CH2:12][NH:13][C:14](=[O:15])[C:8]3=[C:7]([CH3:16])[C:6]=2[CH:5]=1. Procedure details: The title compound, yellow solid (79 mg, 89%), MS (ISP) m/z=356.5 [(M+H)+], mp 313.5° C., was prepared in accordance with the general method of example 1 from 6-bromo-8-chloro-10-methyl-3,4-dihydro-2H-pyrazino[1,2-a]indol-1-one (intermediate 12) (78.4 mg, 0.25 mmol) and commercially available 4-nitro-phenylboronic acid (54.3 mg, 0.325 mmol). Starting materials: CO, O=c1[nH]cnc2cc([N+](=O)[O-])ccc12. Product: Nc1ccc2c(=O)[nH]cnc2c1. RXN SMILES: [CH3:15][OH:16].[N+:1]([O-:2])(=[O:3])[c:4]1[cH:5][cH:6][c:7]2[c:8](=[O:14])[nH:9][cH:10][n:11][c:12]2[cH:13]1>>[NH2:1][c:4]1[cH:5][cH:6][c:7]2[c:8](=[O:14])[nH:9][cH:10][n:11][c:12]2[cH:13]1. Reactants: CC(C)(C)NS(=O)(=O)c1ccc(-c2cn(-c3nc(-c4ccc(Cl)cc4)cc(C(F)(F)F)n3)cn2)s1, ClCCl, O=C(O)C(F)(F)F. Product: NS(=O)(=O)c1ccc(-c2cn(-c3nc(-c4ccc(Cl)cc4)cc(C(F)(F)F)n3)cn2)s1. RXN SMILES: [C:1]([CH3:2])([CH3:3])([CH3:4])[NH:5][S:6](=[O:7])(=[O:8])[c:9]1[s:10][c:11](-[c:14]2[n:15][cH:16][n:17](-[c:19]3[n:20][c:21]([C:32]([F:33])([F:34])[F:35])[cH:22][c:23](-[c:25]4[cH:26][cH:27][c:28]([Cl:31])[cH:29][cH:30]4)[n:24]3)[cH:18]2)[cH:12][cH:13]1.[Cl:43][CH2:44][Cl:45].[F:36][C:37]([F:38])([F:39])[C:40]([OH:41])=[O:42]>>[NH2:5][S:6](=[O:7])(=[O:8])[c:9]1[s:10][c:11](-[c:14]2[n:15][cH:16][n:17](-[c:19]3[n:20][c:21]([C:32]([F:33])([F:34])[F:35])[cH:22][c:23](-[c:25]4[cH:26][cH:27][c:28]([Cl:31])[cH:29][cH:30]4)[n:24]3)[cH:18]2)[cH:12][cH:13]1. Reactants: CON(C(CCCCCN1C(=NC=2C=NC=3C=CC=CC3C21)CCC)=O)C (N-methoxy-N-methyl-6-(2-propyl-1H-imidazo[4,5-c]quinolin-1-yl)hexanamide), C1=CC(=CC(=C1)Cl)C(=O)OO (m-CPBA). The product is CON(C(CCCCCN1C(=NC=2C=[N+](C=3C=CC=CC3C21)[O-])CCC)=O)C (N-methoxy-N-methyl-6-(5-oxido-2-propyl-1H-imidazo[4,5-c]quinolin-1-yl)hexanamide). Reaction SMILES: [CH3:1][O:2][N:3]([CH3:27])[C:4](=[O:26])[CH2:5][CH2:6][CH2:7][CH2:8][CH2:9][N:10]1[C:22]2[C:21]3[CH:20]=[CH:19][CH:18]=[CH:17][C:16]=3[N:15]=[CH:14][C:13]=2[N:12]=[C:11]1[CH2:23][CH2:24][CH3:25].C1C=C(Cl)C=C(C(OO)=[O:36])C=1>>[CH3:1][O:2][N:3]([CH3:27])[C:4](=[O:26])[CH2:5][CH2:6][CH2:7][CH2:8][CH2:9][N:10]1[C:22]2[C:21]3[CH:20]=[CH:19][CH:18]=[CH:17][C:16]=3[N+:15]([O-:36])=[CH:14][C:13]=2[N:12]=[C:11]1[CH2:23][CH2:24][CH3:25]. Reported procedure: The general method described in Steps 9 and 10 of Example 1 was used to aminate N-methoxy-N-methyl-6-(2-propyl-1H-imidazo[4,5-c]quinolin-1-yl)hexanamide (4.01 g, 10.9 mmol) by reaction with m-CPBA (6.13 g) to provide N-methoxy-N-methyl-6-(5-oxido-2-propyl-1H-imidazo[4,5-c]quinolin-1-yl)hexanamide followed by reaction with p-toluenesulfonyl chloride (2.53 g, 13.3 mmol) and ammonium hydroxide solution (40 mL) to provide 6-(4-amino-2-propyl-1H-imidazo[4,5-c]quinolin-1-yl)-N-methoxy-N-methylhexanami... Starting materials: ClC(=O)OC (Methyl chloroformate), C1(=CC=CC=C1)N1CCN(CC1)C(=O)[C@H]1NCC2(CC2)C[C@@H]1C(=O)OC(C)(C)C (tert-butyl(6S,7S)-6-[(4-phenylpiperazin-1-yl)carbonyl]-5-azaspiro[2.5]octane-7-carboxylate), C(C)(C)N(CC)C(C)C (di-isopropylethylamine). Solvent: C(C)#N (acetonitrile), C(C)OCC (ethyl ether). Reaction conditions: time 3 hour. Product: C1(=CC=CC=C1)N1CCN(CC1)C(=O)[C@H]1N(CC2(CC2)C[C@@H]1C(=O)OC(C)(C)C)C(=O)OC (7-tert-butyl 5-methyl(6S,7S)-6-[(4-phenylpiperazin-1-yl)carbonyl]-5-azaspiro[2.5]octane-5,7-dicarboxylate). Reaction SMILES: Cl[C:2]([O:4][CH3:5])=[O:3].[C:6]1([N:12]2[CH2:17][CH2:16][N:15]([C:18]([C@@H:20]3[C@@H:27]([C:28]([O:30][C:31]([CH3:34])([CH3:33])[CH3:32])=[O:29])[CH2:26][C:23]4([CH2:25][CH2:24]4)[CH2:22][NH:21]3)=[O:19])[CH2:14][CH2:13]2)[CH:11]=[CH:10][CH:9]=[CH:8][CH:7]=1.C(N(C(C)C)CC)(C)C>C(#N)C.C(OCC)C>[C:6]1([N:12]2[CH2:13][CH2:14][N:15]([C:18]([C@@H:20]3[C@@H:27]([C:28]([O:30][C:31]([CH3:34])([CH3:33])[CH3:32])=[O:29])[CH2:26][C:23]4([CH2:24][CH2:25]4)[CH2:22][N:21]3[C:2]([O:4][CH3:5])=[O:3])=[O:19])[CH2:16][CH2:17]2)[CH:7]=[CH:8][CH:9]=[CH:10][CH:11]=1. Reported procedure: Methyl chloroformate (55 μL, 700 μL) was added to a solution of tert-butyl(6S,7S)-6-[(4-phenylpiperazin-1-yl)carbonyl]-5-azaspiro[2.5]octane-7-carboxylate (248.4 mg, 0.62 mmol) and di-isopropylethylamine (0.70 mmol, 0.125 mL) in 5 mL acetonitrile. The mixture was stirred at RT for 3 h. Solvent was removed to afford a residue which was dissolved in ethyl ether (15 mL), washed with water (3×2 mL) and dried over Na2SO4. The solution was filtered and concentrated to afford 281 mg of the 7-tert-butyl...